This data is from the Open Reaction Database (ORD), a public repository of structured organic reaction records. The task is: describe an organic reaction: reactants, conditions, products, and yield The reactants are C(=O)(O)[O-].[Na+] (NaHCO3), NC1=C(C=C(C(=C1)OC)OC)C(C)=O (2'-amino-4',5'-dimethoxyacetophenone), BrCCC(=O)OCC (ethyl 3-bromopropionate), N#N (N2). The solvent is C(C)N(CC)CC (Triethylamine). Product: C(=O)(OCC)CCNC1=C(C=C(C(=C1)OC)OC)C(C)=O (2'-(N-2-carbethoxyethylamino)-4',5'-dimethoxyacetophenone). Isolated yield 35.2%. As a reaction SMILES: N#N.[NH2:3][C:4]1[CH:9]=[C:8]([O:10][CH3:11])[C:7]([O:12][CH3:13])=[CH:6][C:5]=1[C:14](=[O:16])[CH3:15].Br[CH2:18][CH2:19][C:20]([O:22][CH2:23][CH3:24])=[O:21].C([O-])(O)=O.[Na+]>C(N(CC)CC)C>[C:20]([CH2:19][CH2:18][NH:3][C:4]1[CH:9]=[C:8]([O:10][CH3:11])[C:7]([O:12][CH3:13])=[CH:6][C:5]=1[C:14](=[O:16])[CH3:15])([O:22][CH2:23][CH3:24])=[O:21] |f:3.4|. Procedure details: Triethylamine (3.88 g, 5.34 mL, 38.44 mM) was added at once under N2 to a stirred mixture of 2'-amino-4',5'-dimethoxyacetophenone (2.5 g, 12.8 mM) and ethyl 3-bromopropionate (17.43 mL, 96.2 mM) at room temperature. Immediately the reaction mixture solified. This was heated under N2 to 140°-150° C. (bath temp.) for a period of 4 hours during which the reaction mixture had partially liquified into a red-brown, viscous slurry. After cooling to room temperature it was treated with 5% NaHCO3 solutio... Reactants: CC1=NC(=CC(=C1C(C)=O)C)C (1-(2,4,6-trimethylpyridin-3-yl)ethanone), BrBr (bromine). Run in Br (HBr), C(C)(=O)O (acetic acid), C(C)(=O)O (acetic acid). Reaction conditions: temperature 70 celsius, time 2 hour. Yields the product Br.BrCC(=O)C=1C(=NC(=CC1C)C)C (2-bromo-1-(2,4,6-trimethylpyridin-3-yl)ethanone hydrobromide). As a reaction SMILES: [CH3:1][C:2]1[C:7]([C:8](=[O:10])[CH3:9])=[C:6]([CH3:11])[CH:5]=[C:4]([CH3:12])[N:3]=1.[Br:13]Br>Br.C(O)(=O)C>[BrH:13].[Br:13][CH2:9][C:8]([C:7]1[C:2]([CH3:1])=[N:3][C:4]([CH3:12])=[CH:5][C:6]=1[CH3:11])=[O:10] |f:4.5|. Procedure details: To a solution of 1-(2,4,6-trimethylpyridin-3-yl)ethanone (5.0 g, 30.6 mmol) in 33% HBr in acetic acid solution (10.2 mL) was added bromine (1.57 ml, 30.6 mmol) in acetic acid (10.2 mL) dropwisely. The reaction was stirred at 70° C. for 2.0 h. The solution was cooled to room temperature and washed with ether. The residue was dried under reduced pressure to give 2-bromo-1-(2,4,6-trimethylpyridin-3-yl)ethanone hydrobromide, which was used directly for the next step without further purification. Reactants: NC1=NC(=CC(=N1)N1CCC2(C[C@H](NC2)C(=O)O)CC1)O[C@@H](C(F)(F)F)C1=C(C=C(C=C1)C1=CC=C(C=C1)OC(C)C)N1CCNCC1 ((S)-8-(2-amino-6-((R)-2,2,2-trifluoro-1-(4′-isopropoxy-3-(piperazin-1-yl)-[1,1′-biphenyl]-4-yl)ethoxy)pyrimidin-4-yl)-2,8-diazaspiro[4.5]decane-3-carboxylic acid), N1(CCNCC1)C(=O)OCC1=CC=CC=C1 (benzyl piperazine-1-carboxylate). Yields the product NC1=NC(=CC(=N1)N1CCC2(C[C@H](NC2)C(=O)O)CC1)O[C@@H](C(F)(F)F)C1=C(C=C(C=C1)C1=CC=C(C=C1)OC(C)C)N1CCOCC1 ((S)-8-(2-amino-6-((R)-2,2,2-trifluoro-1-(4′-isopropoxy-3-morpholino-[1,1′-biphenyl]-4-yl)ethoxy)pyrimidin-4-yl)-2,8-diazaspiro[4.5]decane-3-carboxylic acid). Reaction SMILES: [NH2:1][C:2]1[N:7]=[C:6]([N:8]2[CH2:20][CH2:19][C:11]3([CH2:15][NH:14][C@H:13]([C:16]([OH:18])=[O:17])[CH2:12]3)[CH2:10][CH2:9]2)[CH:5]=[C:4]([O:21][C@H:22]([C:27]2[CH:32]=[CH:31][C:30]([C:33]3[CH:38]=[CH:37][C:36]([O:39][CH:40]([CH3:42])[CH3:41])=[CH:35][CH:34]=3)=[CH:29][C:28]=2[N:43]2[CH2:48][CH2:47]N[CH2:45][CH2:44]2)[C:23]([F:26])([F:25])[F:24])[N:3]=1.N1(C(OCC2C=CC=CC=2)=[O:56])CCNCC1>>[NH2:1][C:2]1[N:7]=[C:6]([N:8]2[CH2:20][CH2:19][C:11]3([CH2:15][NH:14][C@H:13]([C:16]([OH:18])=[O:17])[CH2:12]3)[CH2:10][CH2:9]2)[CH:5]=[C:4]([O:21][C@H:22]([C:27]2[CH:32]=[CH:31][C:30]([C:33]3[CH:34]=[CH:35][C:36]([O:39][CH:40]([CH3:42])[CH3:41])=[CH:37][CH:38]=3)=[CH:29][C:28]=2[N:43]2[CH2:44][CH2:45][O:56][CH2:47][CH2:48]2)[C:23]([F:25])([F:26])[F:24])[N:3]=1. Procedure details: The title compound was prepared as described for (S)-8-(2-amino-6-((R)-2,2,2-trifluoro-1-(4′-isopropoxy-3-(piperazin-1-yl)-[1,1′-biphenyl]-4-yl)ethoxy)pyrimidin-4-yl)-2,8-diazaspiro[4.5]decane-3-carboxylic acid (Example 36e) substituting morpholine for benzyl piperazine-1-carboxylate. Yields the product ClC=1C=C(C=C(C1O)C)S(=O)(=O)Cl (3-chloro-4-hydroxy-5-methylbenzenesulfonyl chloride). Procedure: To a solution of chlorosulfonic acid (1.22 g, 10.5 mmol) dissolved in 10 mL of dichloromethane was added 2-chloro-5-methylphenol (1.0 g, 7.0 mmol) dropwise. After 10 minutes, the reaction was quenched by pouring it into ice water. The reaction was extracted with dichloromethane, washed with brine, dried over MgSO4, filtered, and concentrated to give 190 mg (11.3%) of the title compound. Reactants: ClS(=O)(=O)O (chlorosulfonic acid), ClCCl (dichloromethane), ClC1=C(C=C(C=C1)C)O (2-chloro-5-methylphenol). RXN SMILES: [Cl:1][S:2]([OH:5])(=O)=[O:3].[Cl:6][C:7]1[CH:12]=[CH:11][C:10](C)=[CH:9][C:8]=1[OH:14].Cl[CH2:16]Cl>>[Cl:6][C:7]1[CH:12]=[C:11]([S:2]([Cl:1])(=[O:5])=[O:3])[CH:10]=[C:9]([CH3:16])[C:8]=1[OH:14]. Yield: 11.3%. Conditions: time 10 minute. Starting materials: IC1CCC(C(C1)C(=O)OCC)C (Ethyl(1SR,2SR,5SR)-5-iodo-2-methylcyclohexane-1-carboxylate), CC1CC=CCC1C(=O)O ((1RS, 6RS)-6-methyl-3-cyclohexene-1-carboxylic acid). Yields the product I[C@@H]1CC[C@H]([C@@H](C1)C(=O)OCC)C (Ethyl (1R,2R,5R)-5-iodo-2-methylcyclohexane-1-carboxylate). Reaction SMILES: [I:1][CH:2]1[CH2:7][CH:6]([C:8]([O:10][CH2:11][CH3:12])=[O:9])[CH:5]([CH3:13])[CH2:4][CH2:3]1.CC1C(C(O)=O)CC=CC1>>[I:1][C@H:2]1[CH2:7][C@@H:6]([C:8]([O:10][CH2:11][CH3:12])=[O:9])[C@H:5]([CH3:13])[CH2:4][CH2:3]1. Procedure: Ethyl(1SR,2SR,5SR)-5-iodo-2-methylcyclohexane-1-carboxylate (4) was generated in an analogous manner from racemic (1RS, 6RS)-6-methyl-3-cyclohexene-1-carboxylic acid.